From a dataset of the Open Reaction Database (ORD), a public repository of structured organic reaction records. describe an organic reaction: reactants, conditions, products, and yield Reactants: CC(=O)O[BH-](OC(C)=O)OC(C)=O, CCS(=O)(=O)N1CCC(c2c[nH]c3c(C(N)=O)cc(-c4ccc(C=O)cc4)cc23)CC1, CCNCC, CS(C)=O, CC(=O)O, [Na+]. As a reaction SMILES: [C:37]([O:38][BH-:39]([O:40][C:41](=[O:42])[CH3:43])[O:44][C:45](=[O:46])[CH3:47])(=[O:48])[CH3:49].[CH2:1]([CH3:2])[S:3](=[O:4])(=[O:5])[N:6]1[CH2:7][CH2:8][CH:9]([c:12]2[cH:13][nH:14][c:15]3[c:16]([C:29](=[O:30])[NH2:31])[cH:17][c:18](-[c:21]4[cH:22][cH:23][c:24]([CH:27]=[O:28])[cH:25][cH:26]4)[cH:19][c:20]23)[CH2:10][CH2:11]1.[CH2:32]([CH3:33])[NH:34][CH2:35][CH3:36].[CH3:51][S:52]([CH3:53])=[O:54].[CH3:55][C:56](=[O:57])[OH:58].[Na+:50]>>[CH2:1]([CH3:2])[S:3](=[O:4])(=[O:5])[N:6]1[CH2:7][CH2:8][CH:9]([c:12]2[cH:13][nH:14][c:15]3[c:16]([C:29](=[O:30])[NH2:31])[cH:17][c:18](-[c:21]4[cH:22][cH:23][c:24]([CH2:27][N:34]([CH2:32][CH3:33])[CH2:35][CH3:36])[cH:25][cH:26]4)[cH:19][c:20]23)[CH2:10][CH2:11]1. The product is CCN(CC)Cc1ccc(-c2cc(C(N)=O)c3[nH]cc(C4CCN(S(=O)(=O)CC)CC4)c3c2)cc1. The reactants are NC(CCC)CCCCCCCCC(CCC)N (4,13-Diaminohexadecane), C(CC)C1N=NC(CC=CCCC=CC1)CCC (3,12-dipropyl-1,2-diaza-1,5,9-cyclododecatriene), CCC(CC)N1CNC(CCCCCCCC1)C(CC)CC (3,12-di-(3-pentyl)-1,3-diazacyclododecane). The product is NC(C(CC)CC)CCCCCCCCC(C(CC)CC)N (4,13-Diamino-3,14-diethylhexadecane). Reaction SMILES: [NH2:1][CH:2]([CH2:6][CH2:7][CH2:8][CH2:9][CH2:10][CH2:11][CH2:12][CH2:13][CH:14]([NH2:18])[CH2:15][CH2:16][CH3:17])[CH2:3][CH2:4][CH3:5].[CH2:19](C1CC=CCCC=CCC(CCC)N=N1)[CH2:20]C.[CH3:37][CH2:38]C(N1CCCCCCCCC(C(CC)CC)NC1)CC>>[NH2:1][CH:2]([CH2:6][CH2:7][CH2:8][CH2:9][CH2:10][CH2:11][CH2:12][CH2:13][CH:14]([NH2:18])[CH:15]([CH2:37][CH3:38])[CH2:16][CH3:17])[CH:3]([CH2:19][CH3:20])[CH2:4][CH3:5]. Procedure details: If there are used in the manner described under (a), instead of 942 g (3.79 mols) of 3,12-dipropyl-1,2-diaza-1,5,9-cyclododecatriene, 49 g (0.159 mol) of 3,12-di-(3-pentyl)-1,3-diazacyclododecane and correspondingly reduced amounts of catalyst and solvent, there is obtained, after chromatographic purification and distillation, 26.8 g (54% of theory) of 4,13-diamino-3,14-diethylhexadecane as colourless oil [b.p. 141°-143° C./0.004 Torr; nD° =1.4666; IR (liquid) inter alia bands at 3378, 3278 and ... Reactants: BrCC1CCCCO1, Cl, Nc1ccccc1. The product is c1ccc(NCC2CCCCO2)cc1. As a reaction SMILES: [Br:1][CH2:2][CH:3]1[O:4][CH2:5][CH2:6][CH2:7][CH2:8]1.[ClH:16].[NH2:9][c:10]1[cH:11][cH:12][cH:13][cH:14][cH:15]1>>[CH2:2]([CH:3]1[O:4][CH2:5][CH2:6][CH2:7][CH2:8]1)[NH:9][c:10]1[cH:11][cH:12][cH:13][cH:14][cH:15]1. Starting materials: CN1C=NC(=C1)C=O (1-methyl-1H-imidazole-4-carbaldehyde), BrN1C(CCC1=O)=O (N-bromosuccinimide), C(Cl)(Cl)Cl (chloroform). The solvent is C([O-])([O-])=O.[Na+].[Na+] (sodium carbonate). Conditions: temperature 0 celsius. Yields the product BrC1=C(N=CN1C)C=O (5-bromo-1-methyl-1H-imidazole-4-carbaldehyde). The yield is 43.1%. As a reaction SMILES: [CH3:1][N:2]1[CH:6]=[C:5]([CH:7]=[O:8])[N:4]=[CH:3]1.[Br:9]N1C(=O)CCC1=O.C(Cl)(Cl)Cl>C(=O)([O-])[O-].[Na+].[Na+]>[Br:9][C:6]1[N:2]([CH3:1])[CH:3]=[N:4][C:5]=1[CH:7]=[O:8] |f:3.4.5|. Procedure details: A mixture of 1-methyl-1H-imidazole-4-carbaldehyde (0.50 g), N-bromosuccinimide (0.89 g) and chloroform (7.0 mL) was heated at reflux for 2 hours. The mixture was cooled to 0° C., diluted with saturated aqueous sodium carbonate solution (10 mL) and extracted with dichloromethane. The combined organic extract was dried over magnesium sulfate and concentrated under reduced pressure. The residue was purified by column chromatography on silica gel, eluting with a mixture of ethyl acetate and dichloro... Starting materials: C=1(OC=C2C1C=CC=C2)CC(=O)O (2-Benzofuraneacetic acid), CO (methanol), Cl (HCl). Product: C=1(OC=C2C1C=CC=C2)CC(=O)OC (Methyl 2-benzofuraneacetate). RXN SMILES: [C:1]1([CH2:10][C:11]([OH:13])=[O:12])[O:2][CH:3]=[C:4]2[CH:9]=[CH:8][CH:7]=[CH:6][C:5]=12.Cl.[CH3:15]O>>[C:1]1([CH2:10][C:11]([O:13][CH3:15])=[O:12])[O:2][CH:3]=[C:4]2[CH:9]=[CH:8][CH:7]=[CH:6][C:5]=12. Procedure: Compound 7 (72 g) was dissolved in methanol (200 ml) and the solution saturated with dry HCl. The solution was refluxed for 2 hours and the solvent evaporated. The residue was dissolved in methylene chloride (200 ml) and the solution washed with 5% sodium bicarbonate, and then with water (100 ml). The residue was dried over magnesium sulfate and the solvent was evaporated. The product was distilled in vacuo. The yield was approximately 67.3 g. Starting materials: C(C=C)(=O)N(C1=CC=C(C=C1)[N+](=O)[O-])C (N-acryloyl-N-methyl-4-nitro-aniline), C(C1=CC=CC=C1)NC (N-benzyl-N-methyl-amine). The product is C(C1=CC=CC=C1)N(C)CCC(=O)N(C1=CC=C(C=C1)[N+](=O)[O-])C (N-[(2-(N-benzyl-N-methyl-amino)-ethyl)-carbonyl]-N-methyl-4-nitro-aniline). As a reaction SMILES: [C:1]([N:5]([CH3:15])[C:6]1[CH:11]=[CH:10][C:9]([N+:12]([O-:14])=[O:13])=[CH:8][CH:7]=1)(=[O:4])[CH:2]=[CH2:3].[CH2:16]([NH:23][CH3:24])[C:17]1[CH:22]=[CH:21][CH:20]=[CH:19][CH:18]=1>>[CH2:16]([N:23]([CH2:3][CH2:2][C:1]([N:5]([CH3:15])[C:6]1[CH:11]=[CH:10][C:9]([N+:12]([O-:14])=[O:13])=[CH:8][CH:7]=1)=[O:4])[CH3:24])[C:17]1[CH:22]=[CH:21][CH:20]=[CH:19][CH:18]=1. Procedure: Prepared from N-acryloyl-N-methyl-4-nitro-aniline and N-benzyl-N-methyl-amine Starting materials: ClC1=C(C=C(C=C1)S(=O)(=O)N1C2=C(CCCC1)C=CC=C2)N (2-chloro-5-(2,3,4,5-tetrahydro-benzo[b]azepine-1-sulfonyl)-phenylamine), C(CC(=O)C)(=O)OC(C)(C)C (tert-butyl acetoacetate), 4-dimethyl-aminopyridine. Solvent: C1(=CC=CC=C1)C (toluene). Product: ClC1=C(C=C(C=C1)S(=O)(=O)N1C2=C(CCCC1)C=CC=C2)NC(CC(C)=O)=O (N-[2-chloro-5-(2,3,4,5-tetrahydro-benzo[b]azepine-1-sulfonyl)-phenyl]-3-oxo-butyramide). Yield: 79.2%. RXN SMILES: [Cl:1][C:2]1[CH:7]=[CH:6][C:5]([S:8]([N:11]2[CH2:17][CH2:16][CH2:15][CH2:14][C:13]3[CH:18]=[CH:19][CH:20]=[CH:21][C:12]2=3)(=[O:10])=[O:9])=[CH:4][C:3]=1[NH2:22].[C:23](OC(C)(C)C)(=[O:28])[CH2:24][C:25]([CH3:27])=[O:26]>C1(C)C=CC=CC=1>[Cl:1][C:2]1[CH:7]=[CH:6][C:5]([S:8]([N:11]2[CH2:17][CH2:16][CH2:15][CH2:14][C:13]3[CH:18]=[CH:19][CH:20]=[CH:21][C:12]2=3)(=[O:9])=[O:10])=[CH:4][C:3]=1[NH:22][C:23](=[O:28])[CH2:24][C:25](=[O:26])[CH3:27]. Reported procedure: To 2-chloro-5-(2,3,4,5-tetrahydro-benzo[b]azepine-1-sulfonyl)-phenylamine (1.0 g, 3 mmol, step 4B) in dry toluene (60 mL) was added tert-butyl acetoacetate (0.75 mL, 4.5 mmol) and 4-dimethyl-aminopyridine (0.37 g, 3 mmol). The mixture was refluxed under N2 for 16 hrs. After the removal of toluene, the reaction residue was repartitioned with ethyl acetate (100 mL) and water (50 mL). The organic layer was washed with sat. NH4Cl (2×50 mL) and brine (2×50 mL) and was dried over MgSO4. Concentration ... The reactants are CC(Oc1ccc(Oc2ccc(OC(F)(F)F)cc2)cc1)C(=O)O, CN(C)C=O, O=S(Cl)Cl. Yields the product CC(Oc1ccc(Oc2ccc(OC(F)(F)F)cc2)cc1)C(=O)Cl. As a reaction SMILES: [F:1][C:2]([O:3][c:4]1[cH:5][cH:6][c:7]([O:8][c:9]2[cH:10][cH:11][c:12]([O:13][CH:14]([C:15](=[O:16])[OH:17])[CH3:18])[cH:19][cH:20]2)[cH:21][cH:22]1)([F:23])[F:24].[O:29]=[CH:30][N:31]([CH3:32])[CH3:33].[S:25]([Cl:26])([Cl:27])=[O:28]>>[F:1][C:2]([O:3][c:4]1[cH:5][cH:6][c:7]([O:8][c:9]2[cH:10][cH:11][c:12]([O:13][CH:14]([C:15](=[O:16])[Cl:27])[CH3:18])[cH:19][cH:20]2)[cH:21][cH:22]1)([F:23])[F:24]. Product: C(CCCCCCCCCCCC)C1=C(CCCC1)CO (n-tridecyl hydroxymethylcyclohexene), desired product. Conditions: temperature 50 celsius, time 4 hour. Reactants: [OH-].[Na+] (sodium hydroxide), S(=O)(=O)=O (sulfur trioxide), C=CCCCCCCCCCCC (1-tridecene), [OH-].[Na+] (sodium hydroxide), sodium sulfate ester, C(C)(C)(C)OOC(C)(C)C (di-t-butyl peroxide), [OH-].[Na+] (sodium hydroxide), substituted cyclohexene, S(=O)(=O)=O (sulfur trioxide), C([O-])([O-])=O.[Na+].[Na+] (sodium carbonate), C1C(C)O1 (propylene oxide), OCC1CC=CCC1 (4-hydroxymethylcyclohexene), substituted cyclohexene, Cl (hydrochloric acid). Reported procedure: To prepare a desired anionic biodegradable detergent, 4-hydroxymethylcyclohexene which is prepared according to the method set forth in Example I above is treated in a similar manner by alkylating said substituted cyclohexene with 1-tridecene utilizing a catalyst comprising di-t-butyl peroxide and a promoter comprising concentrated hydrochloric acid in an autoclave under 30 atmospheres of nitrogen and a reaction temperature in the range of from 130° to 140° C. for a period of 1 hour. The n-tride... As a reaction SMILES: [OH:1][CH2:2][CH:3]1[CH2:8][CH2:7][CH:6]=[CH:5][CH2:4]1.[CH2:9]=[CH:10][CH2:11][CH2:12][CH2:13][CH2:14][CH2:15][CH2:16][CH2:17][CH2:18][CH2:19][CH2:20][CH3:21].C(OOC(C)(C)C)(C)(C)C.Cl.C1OC1C.C(=O)([O-])[O-].[Na+].[Na+].S(=O)(=O)=O.[OH-].[Na+]>>[CH2:21]([C:4]1[CH2:5][CH2:6][CH2:7][CH2:8][C:3]=1[CH2:2][OH:1])[CH2:20][CH2:19][CH2:18][CH2:17][CH2:16][CH2:15][CH2:14][CH2:13][CH2:12][CH2:11][CH2:10][CH3:9] |f:5.6.7,9.10|. Starting materials: C1CCOC1, CCOC(=O)N=NC(=O)OCC, COC(=O)c1ccc(O)cc1OC, c1ccc(P(c2ccccc2)c2ccccc2)cc1, OC1CCCCC1c1ccccc1. Yields the product COC(=O)c1ccc(OC(=O)C2CCCCC2c2ccccc2)cc1OC. As a reaction SMILES: [CH2:58]1[O:59][CH2:60][CH2:61][CH2:62]1.[O:46]=[C:47]([O:48][CH2:49][CH3:50])[N:51]=[N:52][C:53]([O:54][CH2:55][CH3:56])=[O:57].[OH:1][c:2]1[cH:3][c:4]([O:12][CH3:13])[c:5]([C:6](=[O:7])[O:8][CH3:9])[cH:10][cH:11]1.[c:14]1([P:15]([c:16]2[cH:17][cH:18][cH:19][cH:20][cH:21]2)[c:22]2[cH:23][cH:24][cH:25][cH:26][cH:27]2)[cH:28][cH:29][cH:30][cH:31][cH:32]1.[c:33]1([CH:39]2[CH:40]([OH:45])[CH2:41][CH2:42][CH2:43][CH2:44]2)[cH:34][cH:35][cH:36][cH:37][cH:38]1>>[O:1]([c:2]1[cH:3][c:4]([O:12][CH3:13])[c:5]([C:6](=[O:7])[O:8][CH3:9])[cH:10][cH:11]1)[C:47]([CH:40]1[CH:39]([c:33]2[cH:34][cH:35][cH:36][cH:37][cH:38]2)[CH2:44][CH2:43][CH2:42][CH2:41]1)=[O:46].